The task is: describe an organic reaction: reactants, conditions, products, and yield. This data is from the Open Reaction Database (ORD), a public repository of structured organic reaction records. Starting materials: ClC1=CC(=C(C=C1)CC(=O)C=1SC=CC1C)[N+](=O)[O-] (2-(4-chloro-2-nitrophenyl)-1-(3-methyl-2-thienyl)ethanone), CN (methyl amine). Reagents/catalysts: [Ti](Cl)(Cl)(Cl)Cl (titanium tetrachloride). Run in C1(=CC=CC=C1)C (toluene), C1(=CC=CC=C1)C (toluene). Run at temperature 75 celsius, time 0.5 hour. Yields the product Cl.ClC1=CC(=C(C=C1)CC(NC)C=1SC=CC1C)[N+](=O)[O-] (4-Chloro-N-methyl-α-(3-methyl-2-thienyl)-2-nitrobenzeneethanamine hydrochloride). Reaction SMILES: [Cl:1][C:2]1[CH:7]=[CH:6][C:5]([CH2:8][C:9]([C:11]2[S:12][CH:13]=[CH:14][C:15]=2[CH3:16])=O)=[C:4]([N+:17]([O-:19])=[O:18])[CH:3]=1.[CH3:20][NH2:21]>C1(C)C=CC=CC=1.[Ti](Cl)(Cl)(Cl)Cl>[ClH:1].[Cl:1][C:2]1[CH:7]=[CH:6][C:5]([CH2:8][CH:9]([C:11]2[S:12][CH:13]=[CH:14][C:15]=2[CH3:16])[NH:21][CH3:20])=[C:4]([N+:17]([O-:19])=[O:18])[CH:3]=1 |f:4.5|. Procedure: To a cooled (-60° C.) solution of 0.06 g of 2-(4-chloro-2-nitrophenyl)-1-(3-methyl-2-thienyl)ethanone in 270 ml of toluene, 70 ml of methyl amine was added under a dry-ice-isopropanol condenser. The mixture was stirred for 0.5 hr. A solution of 4.6 ml of titanium tetrachloride in 46 ml of toluene was added dropwise. The dry-ice-isopropanol condenser was removed, a water condenser was attached, and the reaction was heated at an internal temperature of 75° C. for 2 hrs and stirred overnight at roo... The reactants are [Na] (sodium), CC(CC)S (2-butanethiol), O (water), ClC1=C(C=C(C=2N=C(NC21)C(F)(F)F)[N+](=O)[O-])[N+](=O)[O-] (4-chloro-5,7-dinitro-2-trifluoromethylbenzimidazole). Run in C(C)O (ethanol). The product is C(C)(CC)SC1=C(C=C(C=2N=C(NC21)C(F)(F)F)[N+](=O)[O-])[N+](=O)[O-] (4-sec-BUTYLTHIO-5,7-DINITRO-2-TRIFLUOROMETHYLBENZIMIDAZOLE). As a reaction SMILES: [Na].[CH3:2][CH:3]([SH:6])[CH2:4][CH3:5].Cl[C:8]1[C:16]2[NH:15][C:14]([C:17]([F:20])([F:19])[F:18])=[N:13][C:12]=2[C:11]([N+:21]([O-:23])=[O:22])=[CH:10][C:9]=1[N+:24]([O-:26])=[O:25].O>C(O)C>[CH:3]([S:6][C:8]1[C:16]2[NH:15][C:14]([C:17]([F:19])([F:20])[F:18])=[N:13][C:12]=2[C:11]([N+:21]([O-:23])=[O:22])=[CH:10][C:9]=1[N+:24]([O-:26])=[O:25])([CH2:4][CH3:5])[CH3:2] |^1:0|. Procedure details: In 200 milliliters of ethanol, 1 gram of sodium (0.04 mole) was reacted with 3.6 grams of 2-butanethiol (0.04 mole). The mixture was stirred for one-half hour. Then 4-chloro-5,7-dinitro-2-trifluoromethylbenzimidazole (6.2 grams; 0.02 mole) was added, and the resulting reaction mixture was stirred overnight, poured into water, acidified, and filtered to separate the desired 4-sec-butylthio-5,7-dinitro-2-trifluoromethylbenzimidazole. It was recrystallized twice from a mixture of benzene and an ali...